Dataset: the Open Reaction Database (ORD), a public repository of structured organic reaction records. Task: describe an organic reaction: reactants, conditions, products, and yield Yield: 36.6%. Yields the product FC[C@H]1CN(CC1)CCC=1N=C(OC1C)C1=CC=C(C=C1)C1=CC=C(C=C1)S(=O)(=O)C (4-{2-[(3R)-3-(Fluoromethyl)pyrrolidin-1-yl]ethyl}-5-methyl-2-[4′-(methylsulfonyl)biphenyl-4-yl]-1,3-oxazole). The reactants are C1(=CC=CC=C1)P(C1=CC=CC=C1)C1=CC=CC=C1 (triphenylphosphine), CS(=O)(=O)C1=CC=C(C=C1)B(O)O (4-(methanesulfonyl)benzeneboronic acid), BrC1=CC=C(C=C1)C=1OC(=C(N1)CCN1C[C@@H](CC1)CF)C (2-(4-bromophenyl)-4-{2-[(3R)-3-(fluoromethyl)pyrrolidin-1-yl]ethyl}-5-methyl-1,3-oxazole), C([O-])([O-])=O.[K+].[K+] (potassium carbonate). Reagents/catalysts: C(C)(=O)[O-].[Pd+2].C(C)(=O)[O-] (palladium (II) acetate). Procedure details: Prepare using the method of Example 103 with palladium (II) acetate (0.003 g, 0.01 mmol), anhydrous acetonitrile (4 mL), triphenylphosphine (0.014 g, 0.05 mmol), distilled water (1 mL), 4-(methanesulfonyl)benzeneboronic acid (0.15 g, 0.71 mmol), 2-(4-bromophenyl)-4-{2-[(3R)-3-(fluoromethyl)pyrrolidin-1-yl]ethyl}-5-methyl-1,3-oxazole (See Example 112) (0.25 g, 0.68 mmol) and potassium carbonate (0.28 g, 2.04 mmol). Additionally triturate the resulting solid with 2:1 diethyl ether:ethyl acetate to... Solvent: C(C)#N (acetonitrile), O (water). Reaction SMILES: C1(P(C2C=CC=CC=2)C2C=CC=CC=2)C=CC=CC=1.[CH3:20][S:21]([C:24]1[CH:29]=[CH:28][C:27](B(O)O)=[CH:26][CH:25]=1)(=[O:23])=[O:22].Br[C:34]1[CH:39]=[CH:38][C:37]([C:40]2[O:41][C:42]([CH3:54])=[C:43]([CH2:45][CH2:46][N:47]3[CH2:51][CH2:50][C@@H:49]([CH2:52][F:53])[CH2:48]3)[N:44]=2)=[CH:36][CH:35]=1.C(=O)([O-])[O-].[K+].[K+]>C([O-])(=O)C.[Pd+2].C([O-])(=O)C.O.C(#N)C>[F:53][CH2:52][C@@H:49]1[CH2:50][CH2:51][N:47]([CH2:46][CH2:45][C:43]2[N:44]=[C:40]([C:37]3[CH:38]=[CH:39][C:34]([C:27]4[CH:28]=[CH:29][C:24]([S:21]([CH3:20])(=[O:23])=[O:22])=[CH:25][CH:26]=4)=[CH:35][CH:36]=3)[O:41][C:42]=2[CH3:54])[CH2:48]1 |f:3.4.5,6.7.8|. The reactants are O=Cc1ccc(F)cc1, [K+], [K+], O=C([O-])[O-], CN(C)C=O, Oc1ccccc1. Yields the product O=Cc1ccc(Oc2ccccc2)cc1. RXN SMILES: [F:1][c:2]1[cH:3][cH:4][c:5]([CH:6]=[O:7])[cH:8][cH:9]1.[K+:17].[K+:18].[O-:19][C:20]([O-:21])=[O:22].[O:23]=[CH:24][N:25]([CH3:26])[CH3:27].[OH:10][c:11]1[cH:12][cH:13][cH:14][cH:15][cH:16]1>>[c:2]1([O:10][c:11]2[cH:12][cH:13][cH:14][cH:15][cH:16]2)[cH:3][cH:4][c:5]([CH:6]=[O:7])[cH:8][cH:9]1. Reactants: O=C(OCc1ccccc1)ON1C(=O)CCC1=O, CO, NCCCCCCO, C1CCOC1, O. Product: O=C(NCCCCCCO)OCc1ccccc1. RXN SMILES: [CH2:1]([c:2]1[cH:3][cH:4][cH:5][cH:6][cH:7]1)[O:8][C:9]([O:11][N:10]1[C:12](=[O:13])[CH2:14][CH2:15][C:16]1=[O:17])=[O:18].[CH3:33][OH:34].[NH2:19][CH2:20][CH2:21][CH2:22][CH2:23][CH2:24][CH2:25][OH:26].[O:28]1[CH2:29][CH2:30][CH2:31][CH2:32]1.[OH2:27]>>[CH2:1]([c:2]1[cH:3][cH:4][cH:5][cH:6][cH:7]1)[O:8][C:9](=[O:11])[NH:19][CH2:20][CH2:21][CH2:22][CH2:23][CH2:24][CH2:25][OH:26]. The reactants are CC1(CC(NC2=CC=C(C=C12)C)C1=C(C=CC=C1)[N+](=O)[O-])C (4,4,6-trimethyl-2-(2-nitrophenyl)-1,2,3,4-tetrahydroquinoline). Reagents/catalysts: [Fe] (iron). The solvent is [Cl-].[NH4+] (ammonium chloride), C(C)O (ethanol). The product is CC1(CC(NC2=CC=C(C=C12)C)C1=C(N)C=CC=C1)C (2-(4,4,6-trimethyl-1,2,3,4-tetrahydroquinolin-2-yl)aniline). Yield: 91.0%. Reaction SMILES: [CH3:1][C:2]1([CH3:22])[C:11]2[C:6](=[CH:7][CH:8]=[C:9]([CH3:12])[CH:10]=2)[NH:5][CH:4]([C:13]2[CH:18]=[CH:17][CH:16]=[CH:15][C:14]=2[N+:19]([O-])=O)[CH2:3]1>[Cl-].[NH4+].C(O)C.[Fe]>[CH3:1][C:2]1([CH3:22])[C:11]2[C:6](=[CH:7][CH:8]=[C:9]([CH3:12])[CH:10]=2)[NH:5][CH:4]([C:13]2[CH:18]=[CH:17][CH:16]=[CH:15][C:14]=2[NH2:19])[CH2:3]1 |f:1.2|. Procedure: To a suspension of 4,4,6-trimethyl-2-(2-nitrophenyl)-1,2,3,4-tetrahydroquinoline (12.3 g, 40 mmol) in saturated aqueous ammonium chloride and ethanol (100 mL) was added powder iron (9.3 g, 160 mmol) at room temperature. After addition, the resulting mixture was stirred at reflux under nitrogen for 3 h. The reaction mixture was cooled to room temperature; and filtered through a pad of celite. The solvent of ethanol in filtrate was removed under reduced pressure and the water phase was extracted w... Reactants: ClCCl, O=C(O)C(F)(F)F, CN1CCC(N(Cc2ccc(F)cc2)Cc2cc(-c3ccc4c(c3)oc(=O)n4C(c3ccccc3)(c3ccccc3)c3ccccc3)co2)CC1. Yields the product CN1CCC(N(Cc2ccc(F)cc2)Cc2cc(-c3ccc4[nH]c(=O)oc4c3)co2)CC1. RXN SMILES: [Cl:59][CH2:60][Cl:61].[F:1][C:2]([F:3])([F:4])[C:5]([OH:6])=[O:7].[F:8][c:9]1[cH:10][cH:11][c:12]([CH2:13][N:14]([CH:15]2[CH2:16][CH2:17][N:18]([CH3:21])[CH2:19][CH2:20]2)[CH2:22][c:23]2[cH:24][c:25](-[c:28]3[cH:29][c:30]4[c:31]([n:32]([C:36]([c:37]5[cH:38][cH:39][cH:40][cH:41][cH:42]5)([c:43]5[cH:44][cH:45][cH:46][cH:47][cH:48]5)[c:49]5[cH:50][cH:51][cH:52][cH:53][cH:54]5)[c:33](=[O:35])[o:34]4)[cH:55][cH:56]3)[cH:26][o:27]2)[cH:57][cH:58]1>>[F:8][c:9]1[cH:10][cH:11][c:12]([CH2:13][N:14]([CH:15]2[CH2:16][CH2:17][N:18]([CH3:21])[CH2:19][CH2:20]2)[CH2:22][c:23]2[cH:24][c:25](-[c:28]3[cH:29][c:30]4[c:31]([nH:32][c:33](=[O:35])[o:34]4)[cH:55][cH:56]3)[cH:26][o:27]2)[cH:57][cH:58]1. Starting materials: ClC1=CC(=CC2=C1OC1=C2CN(CC1)C(=O)OC(C)(C)C)SC1=CC=CC=C1 (tert-butyl 6-chloro-8-(phenylthio)-3,4-dihydrobenzofuro[3,2-c]pyridine-2(1H)-carboxylate), ClC=1C=C(C(=O)OO)C=CC1 (m-chloroperoxybenzoic acid). Run in ClCCl (dichloromethane), ClCCl (dichloromethane). Reaction conditions: time 2 hour. Yields the product ClC1=CC(=CC2=C1OC1=C2CN(CC1)C(=O)OC(C)(C)C)S(=O)C1=CC=CC=C1 (tert-butyl 6-chloro-8-(phenylsulfinyl)-3,4-dihydrobenzofuro[3,2-c]pyridine-2(1H)-carboxylate). Isolated yield 64.3%. RXN SMILES: [Cl:1][C:2]1[C:7]2[O:8][C:9]3[CH2:14][CH2:13][N:12]([C:15]([O:17][C:18]([CH3:21])([CH3:20])[CH3:19])=[O:16])[CH2:11][C:10]=3[C:6]=2[CH:5]=[C:4]([S:22][C:23]2[CH:28]=[CH:27][CH:26]=[CH:25][CH:24]=2)[CH:3]=1.ClC1C=C(C=CC=1)C(OO)=[O:34]>ClCCl>[Cl:1][C:2]1[C:7]2[O:8][C:9]3[CH2:14][CH2:13][N:12]([C:15]([O:17][C:18]([CH3:21])([CH3:20])[CH3:19])=[O:16])[CH2:11][C:10]=3[C:6]=2[CH:5]=[C:4]([S:22]([C:23]2[CH:24]=[CH:25][CH:26]=[CH:27][CH:28]=2)=[O:34])[CH:3]=1. Procedure: To a solution of the product of Example 91, step A (50 mg, 0.12 mmol) in dichloromethane (2.0 mL) at −10° C. was added a solution of m-chloroperoxybenzoic acid (18 mg, 0.108 mmol) in dichloromethane (1.0 mL) drop wise. The reaction mixture was stirred at ambient temperature for 2 h, concentrated in vacuo and purified by column chromatography (SiO2, 4:1 hexanes/ethyl acetate) providing tert-butyl 6-chloro-8-(phenylsulfinyl)-3,4-dihydrobenzofuro[3,2-c]pyridine-2(1H)-carboxylate (30 mg, 58%) as an ... Product: O=C1c2ccccc2C(=O)c2c(Cl)cccc21. Reactants: O=C1c2ccc(Cl)cc2C(=O)c2c(Cl)cccc21, Cl, O=C1c2cccc(Cl)c2C(=O)c2c(Cl)cccc21, O=C1c2ccccc2C(=O)c2ccccc21. Reaction SMILES: [Cl:18][c:19]1[cH:20][cH:21][cH:22][c:23]2[c:32]1[C:31](=[O:33])[c:30]1[c:25]([cH:26][cH:27][c:28]([Cl:34])[cH:29]1)[C:24]2=[O:35].[Cl:1].[Cl:36][c:37]1[c:38]2[c:50]([cH:51][cH:52][cH:53]1)[C:48](=[O:49])[c:42]1[c:41]([c:46]([Cl:47])[cH:45][cH:44][cH:43]1)[C:39]2=[O:40].[cH:2]1[c:3]2[c:14]([cH:15][cH:16][cH:17]1)[C:12](=[O:13])[c:7]1[c:6]([cH:11][cH:10][cH:9][cH:8]1)[C:4]2=[O:5]>>[Cl:18][c:19]1[cH:20][cH:21][cH:22][c:23]2[c:32]1[C:31](=[O:33])[c:30]1[c:25]([cH:26][cH:27][cH:28][cH:29]1)[C:24]2=[O:35]. The reactants are CCN, CC#N, N#Cc1ccc(OCC2CO2)cc1. Yields the product CCNCC(O)COc1ccc(C#N)cc1. RXN SMILES: [CH3:14][CH2:15][NH2:16].[CH3:17][C:18]#[N:19].[O:1]1[CH:2]([CH2:4][O:5][c:6]2[cH:7][cH:8][c:9]([C:10]#[N:11])[cH:12][cH:13]2)[CH2:3]1>>[OH:1][CH:2]([CH2:3][NH:16][CH2:15][CH3:14])[CH2:4][O:5][c:6]1[cH:7][cH:8][c:9]([C:10]#[N:11])[cH:12][cH:13]1. Product: CC(C)(C)NS(=O)(=O)c1cccs1. RXN SMILES: [C:1]([CH3:2])([CH3:3])([CH3:4])[NH2:5].[O:15]1[CH2:16][CH2:17][CH2:18][CH2:19]1.[s:6]1[c:7]([S:11](=[O:12])(=[O:13])[Cl:14])[cH:8][cH:9][cH:10]1>>[C:1]([CH3:2])([CH3:3])([CH3:4])[NH:5][S:11]([c:7]1[s:6][cH:10][cH:9][cH:8]1)(=[O:12])=[O:13]. Starting materials: CC(C)(C)N, C1CCOC1, O=S(=O)(Cl)c1cccs1.